Dataset: the Open Reaction Database (ORD), a public repository of structured organic reaction records. Task: describe an organic reaction: reactants, conditions, products, and yield Starting materials: O (water), FC(C(C(=O)O)(C)O)(F)F (3,3,3-trifluoro2-hydroxy-2-methylpropanoic acid), FC=1C=C(C=CC1S(=O)(=O)C1=CC=CC=C1)N (3-Fluoro-4-(phenyl sulfonyl)benzeneamine), S(=O)(Cl)Cl (thionyl chloride). The solvent is CN(C(C)=O)C (N,N-dimethylacetamide). Conditions: time 1 hour. The product is FC=1C=C(C=CC1S(=O)(=O)C1=CC=CC=C1)NC(C(C(F)(F)F)(C)O)=O (N-[3-Fluoro-4-(phenylsulfonyl)phenyl]-3,3,3-trifluoro-2-hydroxy-2-methylpropanamide). The yield is 67.3%. As a reaction SMILES: [F:1][C:2]([F:10])([F:9])[C:3]([OH:8])([CH3:7])[C:4](O)=[O:5].S(Cl)(Cl)=O.[F:15][C:16]1[CH:17]=[C:18]([NH2:31])[CH:19]=[CH:20][C:21]=1[S:22]([C:25]1[CH:30]=[CH:29][CH:28]=[CH:27][CH:26]=1)(=[O:24])=[O:23].O>CN(C)C(=O)C>[F:15][C:16]1[CH:17]=[C:18]([NH:31][C:4](=[O:5])[C:3]([OH:8])([CH3:7])[C:2]([F:10])([F:9])[F:1])[CH:19]=[CH:20][C:21]=1[S:22]([C:25]1[CH:30]=[CH:29][CH:28]=[CH:27][CH:26]=1)(=[O:24])=[O:23]. Procedure details: To a stirred, cooled (-20° C.) solution of 3,3,3-trifluoro2-hydroxy-2-methylpropanoic acid (0.71 g, 4.5 mmol) in N,N-dimethylacetamide (10 mL) was added thionyl chloride (0.54 g, 4.5 mmol) and the mixture stirred at -10° to -15° C. for 1 hour. 3-Fluoro-4-(phenyl sulfonyl)benzeneamine (0.75 g, 3.0 mmol) was added in one portion and the reaction mixture stirred at room temperature overnight. The mixture was poured into water and the aqueous solution filtered through Celite. The Celite was washed w... Starting materials: F[B-](F)(F)F, CCOCC, CC(C)(C)C(=O)NCc1ccc(OC(F)(F)F)cc1, O=[N+]=O. Yields the product CC(C)(C)C(=O)NCc1ccc(OC(F)(F)F)c([N+](=O)[O-])c1. RXN SMILES: [B-:1]([F:2])([F:3])([F:4])[F:5].[CH3:28][CH2:29][O:30][CH2:31][CH3:32].[F:9][C:10]([O:11][c:12]1[cH:13][cH:14][c:15]([CH2:16][NH:17][C:18]([C:19]([CH3:20])([CH3:21])[CH3:22])=[O:23])[cH:24][cH:25]1)([F:26])[F:27].[O:6]=[N+:7]=[O:8]>>[O:6]=[N+:7]([O-:8])[c:13]1[c:12]([O:11][C:10]([F:9])([F:26])[F:27])[cH:25][cH:24][c:15]([CH2:16][NH:17][C:18]([C:19]([CH3:20])([CH3:21])[CH3:22])=[O:23])[cH:14]1. Product: Cc1ccncc1N1CCN(c2ccc3c(c2)NC(=O)CC3)C1=O. Reaction SMILES: [C:8]([O:9][C:10](=[O:11])[N:15]1[C:16](=[O:38])[CH2:17][CH2:18][c:19]2[cH:20][cH:21][c:22]([N:25]3[C:26](=[O:37])[N:27]([c:30]4[cH:31][n:32][cH:33][cH:34][c:35]4[CH3:36])[CH2:28][CH2:29]3)[cH:23][c:24]21)([CH3:12])([CH3:13])[CH3:14].[ClH:1].[O:2]1[CH2:3][CH2:4][O:5][CH2:6][CH2:7]1>>[NH:15]1[C:16](=[O:38])[CH2:17][CH2:18][c:19]2[cH:20][cH:21][c:22]([N:25]3[C:26](=[O:37])[N:27]([c:30]4[cH:31][n:32][cH:33][cH:34][c:35]4[CH3:36])[CH2:28][CH2:29]3)[cH:23][c:24]21. The reactants are Cc1ccncc1N1CCN(c2ccc3c(c2)N(C(=O)OC(C)(C)C)C(=O)CC3)C1=O, Cl, C1COCCO1. The reactants are CN(C)C=NS(=O)(=O)C=1C(=CC=CC1)C1=CC=C(C=C1)CN1C(=NC(=C1C=O)Cl)C1=CC=CC=C1 (4′-(4-chloro-5-formyl-2-phenylimidazol-1-ylmethyl)biphenyl-2-sulfonic acid dimethylaminomethylenamide), Cl (HCl), C(C)O (ethanol). Solvent: O (water). The product is ClC=1N=C(N(C1)CC1=CC=C(C=C1)C=1C(=CC=CC1)S(=O)(=O)N)C1=CC=CC=C1 (4′-(4-Chloro-2-phenylimidazol-1-ylmethyl)biphenyl-2-sulfonamide). Isolated yield 0.5%. Reaction SMILES: CN(C=[N:5][S:6]([C:9]1[C:10]([C:15]2[CH:20]=[CH:19][C:18]([CH2:21][N:22]3[C:26](C=O)=[C:25]([Cl:29])[N:24]=[C:23]3[C:30]3[CH:35]=[CH:34][CH:33]=[CH:32][CH:31]=3)=[CH:17][CH:16]=2)=[CH:11][CH:12]=[CH:13][CH:14]=1)(=[O:8])=[O:7])C.Cl.C(O)C>O>[Cl:29][C:25]1[N:24]=[C:23]([C:30]2[CH:31]=[CH:32][CH:33]=[CH:34][CH:35]=2)[N:22]([CH2:21][C:18]2[CH:17]=[CH:16][C:15]([C:10]3[C:9]([S:6]([NH2:5])(=[O:7])=[O:8])=[CH:14][CH:13]=[CH:12][CH:11]=3)=[CH:20][CH:19]=2)[CH:26]=1. Procedure: 9.2 g of 4′-(4-chloro-5-formyl-2-phenylimidazol-1-ylmethyl)biphenyl-2-sulfonic acid dimethylaminomethylenamide (Example 11a), 95 ml of a saturated aqueous HCl solution and 95 ml of ethanol are refluxed for 2 h. After cooling, the mixture is diluted with 500 ml of water and extracted twice using 500 ml of EA each time and the organic phase is washed twice using 100 ml of a saturated aqueous NaCl solution each time. The extract is dried over Na2SO4 and the solvent is removed in vacuo. The product ... Starting materials: CCN(C(C)C)C(C)C, O=C(Cl)OCc1ccccc1, ClCCl, COC(=O)C1CCC(c2ccc(OCc3ccccc3F)cc2)N1. Yields the product COC(=O)C1CCC(c2ccc(OCc3ccccc3F)cc2)N1C(=O)OCc1ccccc1. As a reaction SMILES: [CH:25]([N:26]([CH:27]([CH3:28])[CH3:29])[CH2:30][CH3:31])([CH3:32])[CH3:33].[Cl:34][C:35](=[O:36])[O:37][CH2:38][c:39]1[cH:40][cH:41][cH:42][cH:43][cH:44]1.[Cl:45][CH2:46][Cl:47].[F:1][c:2]1[c:3]([CH2:8][O:9][c:10]2[cH:11][cH:12][c:13]([CH:16]3[CH2:17][CH2:18][CH:19]([C:21](=[O:22])[O:23][CH3:24])[NH:20]3)[cH:14][cH:15]2)[cH:4][cH:5][cH:6][cH:7]1>>[F:1][c:2]1[c:3]([CH2:8][O:9][c:10]2[cH:11][cH:12][c:13]([CH:16]3[CH2:17][CH2:18][CH:19]([C:21](=[O:22])[O:23][CH3:24])[N:20]3[C:35](=[O:36])[O:37][CH2:38][c:39]3[cH:40][cH:41][cH:42][cH:43][cH:44]3)[cH:14][cH:15]2)[cH:4][cH:5][cH:6][cH:7]1.